Dataset: the Open Reaction Database (ORD), a public repository of structured organic reaction records. Task: describe an organic reaction: reactants, conditions, products, and yield Starting materials: C(C)(C)C1=CC=C(C=C[N+](=O)[O-])C=C1 (p-isopropyl-β-nitrostyrene), CN(C([S-])=S)C.C[NH2+]C (dimethylammonium dimethyldithiocarbamate). Run in C(=S)=S (carbon disulfide). Yields the product CN(C(SC(C1=CC=C(C=C1)C(C)C)C[N+](=O)[O-])=S)C (p-isopropyl-α-(nitromethyl)benzyl dimethyldithiocarbamate). RXN SMILES: [CH:1]([C:4]1[CH:14]=[CH:13][C:7]([CH:8]=[CH:9][N+:10]([O-:12])=[O:11])=[CH:6][CH:5]=1)([CH3:3])[CH3:2].[CH3:15][N:16]([CH3:20])[C:17](=[S:19])[S-:18].C[NH2+]C>C(=S)=S>[CH3:15][N:16]([CH3:20])[C:17](=[S:18])[S:19][CH:8]([CH2:9][N+:10]([O-:12])=[O:11])[C:7]1[CH:13]=[CH:14][C:4]([CH:1]([CH3:3])[CH3:2])=[CH:5][CH:6]=1 |f:1.2|. Reported procedure: As in Example 17, reaction of p-isopropyl-β-nitrostyrene with dimethylammonium dimethyldithiocarbamate in the presence of carbon disulfide gave p-isopropyl-α-(nitromethyl)benzyl dimethyldithiocarbamate melting at 119° C.-120° C. after recrystallization without heating from acetone-methanol solution. Starting materials: ClC1=CC(=C(C(=O)NCC(F)F)C=C1F)F (4-chloro-N-(2,2-difluoroethyl)-2,5-difluorobenzamide), Cl.C[Si](CCOCN1C=CC2=C1N=CN=C2C=2C=NN(C2)C2(CNC2)CC#N)(C)C ({3-[4-(7-{[2-(trimethylsilyl)ethoxy]methyl}-7H-pyrrolo[2,3-d]pyrimidin-4-yl)-1H-pyrazol-1-yl]azetidin-3-yl}acetonitrile HCl salt), CC1(C2=CC=CC(=C2OC=2C(=CC=CC12)P(C1=CC=CC=C1)C1=CC=CC=C1)P(C1=CC=CC=C1)C1=CC=CC=C1)C ((9,9-dimethyl-9H-xanthene-4,5-diyl)bis(diphenylphosphine)), C([O-])([O-])=O.[Cs+].[Cs+] (cesium carbonate). The reagents and catalysts are C(C)(=O)[O-].[Pd+2].C(C)(=O)[O-] (palladium acetate). Run in C1(=CC=CC=C1)C (toluene). Reaction conditions: temperature 105 celsius, time 3 day. Product: C(#N)CC1(CN(C1)C1=CC(=C(C(=O)NCC(F)F)C=C1F)F)N1N=CC(=C1)C=1C2=C(N=CN1)NC=C2 (4-{3-(cyanomethyl)-3-[4-(7H-pyrrolo[2,3-d]pyrimidin-4-yl)-1H-pyrazol-1-yl]azetidin-1-yl}-N-(2,2-difluoroethyl)-2,5-difluorobenzamide). Isolated yield 45.0%. RXN SMILES: Cl[C:2]1[C:14]([F:15])=[CH:13][C:5]([C:6]([NH:8][CH2:9][CH:10]([F:12])[F:11])=[O:7])=[C:4]([F:16])[CH:3]=1.Cl.C[Si](C)(C)CCOC[N:24]1[C:28]2[N:29]=[CH:30][N:31]=[C:32]([C:33]3[CH:34]=[N:35][N:36]([C:38]4([CH2:42][C:43]#[N:44])[CH2:41][NH:40][CH2:39]4)[CH:37]=3)[C:27]=2[CH:26]=[CH:25]1.CC1(C)C2C=CC=C(P(C3C=CC=CC=3)C3C=CC=CC=3)C=2OC2C1=CC=CC=2P(C1C=CC=CC=1)C1C=CC=CC=1.C(=O)([O-])[O-].[Cs+].[Cs+]>C1(C)C=CC=CC=1.C([O-])(=O)C.[Pd+2].C([O-])(=O)C>[C:43]([CH2:42][C:38]1([N:36]2[CH:37]=[C:33]([C:32]3[C:27]4[CH:26]=[CH:25][NH:24][C:28]=4[N:29]=[CH:30][N:31]=3)[CH:34]=[N:35]2)[CH2:41][N:40]([C:2]2[C:14]([F:15])=[CH:13][C:5]([C:6]([NH:8][CH2:9][CH:10]([F:12])[F:11])=[O:7])=[C:4]([F:16])[CH:3]=2)[CH2:39]1)#[N:44] |f:1.2,4.5.6,8.9.10|. Procedure: A solution of 4-chloro-N-(2,2-difluoroethyl)-2,5-difluorobenzamide (0.907 g, 3.55 mmol), {3-[4-(7-{[2-(trimethylsilyl)ethoxy]methyl}-7H-pyrrolo[2,3-d]pyrimidin-4-yl)-1H-pyrazol-1-yl]azetidin-3-yl}acetonitrile HCl salt (1.57 g, 3.52 mmol), palladium acetate (55 mg, 0.24 mmol), (9,9-dimethyl-9H-xanthene-4,5-diyl)bis(diphenylphosphine) (285 mg, 0.493 mmol) and cesium carbonate (2.16 g, 6.63 mmol) in toluene (25 mL) was de-gassed and purged with N2 (g) several times prior to heating to 105° C. and s...